The task is: describe an organic reaction: reactants, conditions, products, and yield. This data is from the Open Reaction Database (ORD), a public repository of structured organic reaction records. The reactants are Cl.FC(F)(F)S(=O)(=O)OC1=CC2CCC(C1)N2 (8-azabicyclo[3.2.1]oct-2-ene-3-yl trifluoromethylsulfonate hydrochloride), N1CCCC2=CC=CC=C12 (1,2,3,4-tetrahydroquinoline), ClC(Cl)(OC(OC(Cl)(Cl)Cl)=O)Cl (triphosgene), saturated aqueous solution, C(O)([O-])=O.[Na+] (sodium hydrogen carbonate). The solvent is C(C)N(CC)CC (triethylamine), C(C)N(CC)CC (triethylamine), ClCCl (dichloromethane). Conditions: time 4 hour. Yields the product FC(S(=O)(=O)OC1=CC2CCC(C1)N2C(=O)N2CCCC1=CC=CC=C21)(F)F (8-(3,4-dihydroquinolin-1(2H)-ylcarbonyl)-8-azabicyclo[3.2.1]oct-2-ene-3-yl trifluoromethanesulfonate). Isolated yield 274.3%. As a reaction SMILES: [NH:1]1[C:10]2[C:5](=[CH:6][CH:7]=[CH:8][CH:9]=2)[CH2:4][CH2:3][CH2:2]1.ClC(Cl)(O[C:15](=[O:21])OC(Cl)(Cl)Cl)Cl.Cl.[F:24][C:25]([S:28]([O:31][C:32]1[CH2:38][CH:37]2[NH:39][CH:34]([CH2:35][CH2:36]2)[CH:33]=1)(=[O:30])=[O:29])([F:27])[F:26].C(=O)([O-])O.[Na+]>C(N(CC)CC)C.ClCCl>[F:27][C:25]([F:24])([F:26])[S:28]([O:31][C:32]1[CH2:33][CH:34]2[N:39]([C:15]([N:1]3[C:10]4[C:5](=[CH:6][CH:7]=[CH:8][CH:9]=4)[CH2:4][CH2:3][CH2:2]3)=[O:21])[CH:37]([CH2:36][CH2:35]2)[CH:38]=1)(=[O:30])=[O:29] |f:2.3,4.5|. Procedure details: 1.13 g of 1,2,3,4-tetrahydroquinoline, 85 ml of dichloromethane and 1.54 ml of triethylamine are placed in a 250 ml three-necked flask under a nitrogen atmosphere. 0.834 g of triphosgene is added at 0° C., and the reaction is then left to stir at ambient temperature for 4 h. 2.27 g of 8-azabicyclo[3.2.1]oct-2-ene-3-yl trifluoromethylsulfonate hydrochloride and 1.19 ml of triethylamine are subsequently added and the reaction mixture is then refluxed for 18 h. 200 ml of a saturated aqueous solutio... The reactants are OC1=CC=C(C=C1)C(C1=CC=CC=C1)=O (p-hydroxybenzophenone), C1CCOC1 (THF), CC(C)(C)[O-].[K+] (t-BuOK), C1(=CC=CC=C1)CS(=O)(=O)C1=NC=C(C=C1)S(=O)(=O)CC1=CC=CC=C1 (2.5-bis((phenylmethyl)sulfonyl)pyridine). Solvent: C1(=CC=CC=C1)C (toluene), O (water). Yields the product C1(=CC=CC=C1)C(=O)C1=CC=C(C=C1)OC1=NC=C(C=C1)S(=O)(=O)CC1=CC=CC=C1 (phenyl(4-((5-((phenylmethyl)sulfonyl)-2-pyridinyl)oxy)phenyl)methanone). Yield: 44.0%. As a reaction SMILES: [OH:1][C:2]1[CH:7]=[CH:6][C:5]([C:8](=[O:15])[C:9]2[CH:14]=[CH:13][CH:12]=[CH:11][CH:10]=2)=[CH:4][CH:3]=1.C1COCC1.CC([O-])(C)C.[K+].C1(CS([C:37]2[CH:42]=[CH:41][C:40]([S:43]([CH2:46][C:47]3[CH:52]=[CH:51][CH:50]=[CH:49][CH:48]=3)(=[O:45])=[O:44])=[CH:39][N:38]=2)(=O)=O)C=CC=CC=1>O.C1(C)C=CC=CC=1>[C:9]1([C:8]([C:5]2[CH:4]=[CH:3][C:2]([O:1][C:37]3[CH:42]=[CH:41][C:40]([S:43]([CH2:46][C:47]4[CH:52]=[CH:51][CH:50]=[CH:49][CH:48]=4)(=[O:44])=[O:45])=[CH:39][N:38]=3)=[CH:7][CH:6]=2)=[O:15])[CH:14]=[CH:13][CH:12]=[CH:11][CH:10]=1 |f:2.3|. Reported procedure: To 4.96 g of p-hydroxybenzophenone in a 25 ml THF/25 ml DMSO mixture was added 3.1 g of t-BuOK and then 9.69 g of 2.5-bis((phenylmethyl)sulfonyl)pyridine and the resulting mixture heated at 60° C. for 11/2 hrs. The reaction mixture was allowed to cool overnight, diluted with 4 volumes of water, and the golden-brown precipitate which formed removed by filtration. Recrystallization from CH2Cl2 /ethanol and then from toluene gave the product, phenyl(4-((5-((phenylmethyl)sulfonyl)-2-pyridinyl)oxy)ph... The reactants are O=C([O-])[O-], CCCOCCBr, [I-], [K+], [K+], [Na+], CN(C)C=O, O, OCc1ccc(O)cc1. The product is CCCOCCOc1ccc(CO)cc1. Reaction SMILES: [C:19](=[O:20])([O-:21])[O-:22].[CH2:10]([CH2:11][CH3:12])[O:13][CH2:14][CH2:15][Br:16].[I-:18].[K+:23].[K+:24].[Na+:17].[O:26]=[CH:27][N:28]([CH3:29])[CH3:30].[OH2:25].[OH:1][c:2]1[cH:3][cH:4][c:5]([CH2:6][OH:7])[cH:8][cH:9]1>>[O:1]([c:2]1[cH:3][cH:4][c:5]([CH2:6][OH:7])[cH:8][cH:9]1)[CH2:15][CH2:14][O:13][CH2:10][CH2:11][CH3:12]. The reactants are CC(=O)O, CC#N, CN(C)c1ccncc1, CCN(C(C)C)C(C)C, Cl, COC(=O)C(O)C(N)C(=O)O, CN(C)C=O. Product: NC(C(=O)O)C(O)C(=O)O. As a reaction SMILES: [CH3:22][C:23](=[O:24])[OH:25].[CH3:26][C:27]#[N:28].[CH3:34][N:35]([c:36]1[cH:37][cH:38][n:39][cH:40][cH:41]1)[CH3:42].[CH:13]([N:14]([CH2:15][CH3:16])[CH:17]([CH3:18])[CH3:19])([CH3:20])[CH3:21].[ClH:1].[NH2:2][CH:3]([C:4](=[O:5])[OH:6])[CH:7]([C:8](=[O:9])[O:10][CH3:11])[OH:12].[O:29]=[CH:30][N:31]([CH3:32])[CH3:33]>>[NH2:2][CH:3]([C:4](=[O:5])[OH:6])[CH:7]([C:8](=[O:9])[OH:10])[OH:12]. The reactants are CO, [Na+], [OH-], O, COC(=O)c1cc(C=CCn2ccnc2)ccc1CCc1ccc(F)cc1. The product is O=C(O)c1cc(C=CCn2ccnc2)ccc1CCc1ccc(F)cc1. RXN SMILES: [CH3:31][OH:32].[Na+:2].[OH-:1].[OH2:30].[n:3]1([CH2:8][CH:9]=[CH:10][c:11]2[cH:12][cH:13][c:14]([CH2:21][CH2:22][c:23]3[cH:24][cH:25][c:26]([F:29])[cH:27][cH:28]3)[c:15]([C:16](=[O:17])[O:18][CH3:19])[cH:20]2)[cH:4][n:5][cH:6][cH:7]1>>[n:3]1([CH2:8][CH:9]=[CH:10][c:11]2[cH:12][cH:13][c:14]([CH2:21][CH2:22][c:23]3[cH:24][cH:25][c:26]([F:29])[cH:27][cH:28]3)[c:15]([C:16](=[O:17])[OH:18])[cH:20]2)[cH:4][n:5][cH:6][cH:7]1. The reactants are CCCCCCN1CC2C(C1=O)C2(C)c1cccc(-c2nn[nH]c2[Si](C)(C)C)c1, CCO, Cl, [F-], [K+]. Yields the product CCCCCCN1CC2C(C1=O)C2(C)c1cccc(-c2cnn[nH]2)c1. RXN SMILES: [CH2:1]([CH2:2][CH2:3][CH2:4][CH2:5][CH3:6])[N:7]1[C:8](=[O:29])[CH:9]2[C:10]([c:13]3[cH:14][c:15](-[c:19]4[n:20][n:21][nH:22][c:23]4[Si:24]([CH3:25])([CH3:26])[CH3:27])[cH:16][cH:17][cH:18]3)([CH3:28])[CH:11]2[CH2:12]1.[CH3:33][CH2:34][OH:35].[ClH:32].[F-:30].[K+:31]>>[CH2:1]([CH2:2][CH2:3][CH2:4][CH2:5][CH3:6])[N:7]1[C:8](=[O:29])[CH:9]2[C:10]([c:13]3[cH:14][c:15](-[c:19]4[nH:20][n:21][n:22][cH:23]4)[cH:16][cH:17][cH:18]3)([CH3:28])[CH:11]2[CH2:12]1. Starting materials: CN(C(=O)OC(C)(C)C)C(Cc1ccccc1)C(=O)O, CCN=C=NCCCN(C)C, CN1CCOCC1, CN(C)C=O, CCOC(C)=O, Cl, COc1ccc(F)cc1C1=CCNCC1, O, On1nnc2ccccc21. Product: COc1ccc(F)cc1C1=CCN(C(=O)C(Cc2ccccc2)N(C)C(=O)OC(C)(C)C)CC1. RXN SMILES: [CH3:16][N:17]([C:18](=[O:19])[O:20][C:21]([CH3:22])([CH3:23])[CH3:24])[CH:25]([C:26](=[O:27])[OH:28])[CH2:29][c:30]1[cH:31][cH:32][cH:33][cH:34][cH:35]1.[CH3:37][N:38]([CH3:39])[CH2:40][CH2:41][CH2:42][N:43]=[C:44]=[N:45][CH2:46][CH3:47].[CH3:58][N:59]1[CH2:60][CH2:61][O:62][CH2:63][CH2:64]1.[CH3:65][N:66]([CH3:67])[CH:68]=[O:69].[CH3:71][CH2:72][O:73][C:74]([CH3:75])=[O:76].[ClH:36].[F:1][c:2]1[cH:3][cH:4][c:5]([O:14][CH3:15])[c:6]([C:8]2=[CH:9][CH2:10][NH:11][CH2:12][CH2:13]2)[cH:7]1.[OH2:70].[OH:48][n:49]1[c:50]2[c:51]([cH:52][cH:53][cH:54][cH:55]2)[n:56][n:57]1>>[F:1][c:2]1[cH:3][cH:4][c:5]([O:14][CH3:15])[c:6]([C:8]2=[CH:9][CH2:10][N:11]([C:26]([CH:25]([N:17]([CH3:16])[C:18](=[O:19])[O:20][C:21]([CH3:22])([CH3:23])[CH3:24])[CH2:29][c:30]3[cH:31][cH:32][cH:33][cH:34][cH:35]3)=[O:27])[CH2:12][CH2:13]2)[cH:7]1.